This data is from the Open Reaction Database (ORD), a public repository of structured organic reaction records. The task is: describe an organic reaction: reactants, conditions, products, and yield The reactants are BrC=1C=C(C(N(C1)C)=O)NC1=NNC(=C1)C (5-Bromo-1-methyl-3-(5-methyl-1H-pyrazol-3-ylamino)pyridin-2(1H)-one), C(C)(=O)OCC=1C(=NC=CC1B(O)O)N1C(C2=C(C=C(C=C2C=N1)C(C)(C)C)F)=O (3-(Acetoxymethyl)-2-(6-tert-butyl-8-fluoro-1-oxophthalazin-2(1H)-yl)pyridin-4-ylboronic Acid), [O-]P(=O)([O-])[O-].[K+].[K+].[K+] (K3PO4), C(C)(=O)[O-].[Na+] (sodium acetate). The reagents and catalysts are C1=CC=C(C=C1)P([C-]2C=CC=C2)C3=CC=CC=C3.C1=CC=C(C=C1)P([C-]2C=CC=C2)C3=CC=CC=C3.Cl[Pd]Cl.[Fe+2] (Pd(dppf)Cl2). Run in O (water), C(C)#N (acetonitrile). Conditions: temperature 100 celsius. Yields the product C(C)(=O)OCC=1C(=NC=CC1C1=CN(C(C(=C1)NC1=NNC(=C1)C)=O)C)N1C(C2=C(C=C(C=C2C=N1)C(C)(C)C)F)=O ((2-(6-tert-Butyl-8-fluoro-1-oxophthalazin-2(1H)-yl)-4-(1-methyl-5-(5-methyl-1H-pyrazol-3-ylamino)-6-oxo-1,6-dihydropyridin-3-yl)pyridin-3-yl)methyl Acetate). Isolated yield 35.0%. Reaction SMILES: Br[C:2]1[CH:3]=[C:4]([NH:10][C:11]2[CH:15]=[C:14]([CH3:16])[NH:13][N:12]=2)[C:5](=[O:9])[N:6]([CH3:8])[CH:7]=1.[C:17]([O:20][CH2:21][C:22]1[C:23]([N:31]2[N:40]=[CH:39][C:38]3[C:33](=[C:34]([F:45])[CH:35]=[C:36]([C:41]([CH3:44])([CH3:43])[CH3:42])[CH:37]=3)[C:32]2=[O:46])=[N:24][CH:25]=[CH:26][C:27]=1B(O)O)(=[O:19])[CH3:18].[O-]P([O-])([O-])=O.[K+].[K+].[K+].C([O-])(=O)C.[Na+]>C1C=CC(P(C2C=CC=CC=2)[C-]2C=CC=C2)=CC=1.C1C=CC(P(C2C=CC=CC=2)[C-]2C=CC=C2)=CC=1.Cl[Pd]Cl.[Fe+2].O.C(#N)C>[C:17]([O:20][CH2:21][C:22]1[C:23]([N:31]2[N:40]=[CH:39][C:38]3[C:33](=[C:34]([F:45])[CH:35]=[C:36]([C:41]([CH3:43])([CH3:42])[CH3:44])[CH:37]=3)[C:32]2=[O:46])=[N:24][CH:25]=[CH:26][C:27]=1[C:2]1[CH:3]=[C:4]([NH:10][C:11]2[CH:15]=[C:14]([CH3:16])[NH:13][N:12]=2)[C:5](=[O:9])[N:6]([CH3:8])[CH:7]=1)(=[O:19])[CH3:18] |f:2.3.4.5,6.7,8.9.10.11|. Procedure details: A 50-mL round-bottomed flask equipped with a reflux condenser was charged with 5-bromo-1-methyl-3-(5-methyl-1H-pyrazol-3-ylamino)pyridin-2(1H)-one 118a (142 mg, 0.50 mmol), 3-(acetoxymethyl)-2-(6-tert-butyl-8-fluoro-1-oxophthalazin-2(1H)-yl)pyridin-4-ylboronic acid 116c (310 mg, 0.75 mmol), Pd(dppf)Cl2 (18 mg, 0.025 mmol), K3PO4 (212 mg, 1.0 mmol), sodium acetate (82 mg, 1.0 mmol), acetonitrile (10 mL), and water (0.2 mL). After three cycles of vacuum/argon flush, the mixture was heated at 100° ... The reactants are FC(C1=CC=C(C=C1)N1CCNCC1)(F)F (1-(4-trifluoromethylphenyl)piperazine), ClCCC1CN(C(O1)=O)C (5-(2-chloroethyl)-3-methyl-2-oxazolidinone), C([O-])([O-])=O.[Na+].[Na+] (sodium carbonate), [I-].[K+] (potassium iodide). Run in C(CCC)O (1-butanol), CC(C)O (2-propanol). Product: CN1C(OC(C1)CCN1CCN(CC1)C1=CC=C(C=C1)C(F)(F)F)=O (3-Methyl-5-[2-[4-[4-(trifluoromethyl)phenyl]-1-piperazinyl]ethyl]-2-oxazolidinone). Yield: 69.0%. Reaction SMILES: [F:1][C:2]([F:16])([F:15])[C:3]1[CH:8]=[CH:7][C:6]([N:9]2[CH2:14][CH2:13][NH:12][CH2:11][CH2:10]2)=[CH:5][CH:4]=1.Cl[CH2:18][CH2:19][CH:20]1[O:24][C:23](=[O:25])[N:22]([CH3:26])[CH2:21]1.C(=O)([O-])[O-].[Na+].[Na+].[I-].[K+]>C(O)CCC.CC(O)C>[CH3:26][N:22]1[CH2:21][CH:20]([CH2:19][CH2:18][N:12]2[CH2:13][CH2:14][N:9]([C:6]3[CH:5]=[CH:4][C:3]([C:2]([F:1])([F:15])[F:16])=[CH:8][CH:7]=3)[CH2:10][CH2:11]2)[O:24][C:23]1=[O:25] |f:2.3.4,5.6|. Reported procedure: This compound was prepared according to the procedure of Example 2. A mixture of 3.5 g (0.015 mol) of 1-(4-trifluoromethylphenyl)piperazine (Emka-Chemie), 2.5 g (0.015 mol) of 5-(2-chloroethyl)-3-methyl-2-oxazolidinone, 5.3 g (0.05 mol) of anhydrous sodium carbonate and 0.4 g of potassium iodide in 100 mL of 1-butanol gave 3.7 g (69%) of white solid, mp 116°-117° C. (2-propanol). The reactants are ClC1=C2C=CNC2=CC=C1C#N (4-chloro-1H-indole-5-carbonitrile), BrC(C(C)=O)C (3-bromobutan-2-one). The product is ClC1=C2C=CN(C2=CC=C1C#N)C(C)C(C)=O (4-Chloro-1-(3-oxobutan-2-yl)-1H-indole-5-carbonitrile). As a reaction SMILES: [Cl:1][C:2]1[C:10]([C:11]#[N:12])=[CH:9][CH:8]=[C:7]2[C:3]=1[CH:4]=[CH:5][NH:6]2.Br[CH:14]([CH3:18])[C:15](=[O:17])[CH3:16]>>[Cl:1][C:2]1[C:10]([C:11]#[N:12])=[CH:9][CH:8]=[C:7]2[C:3]=1[CH:4]=[CH:5][N:6]2[CH:14]([C:15](=[O:17])[CH3:16])[CH3:18]. Procedure details: Synthesized in a manner similar to Example 1 using 4-chloro-1H-indole-5-carbonitrile (see, for example, US2008139631A1) and 3-bromobutan-2-one: MS (ESI): m/z 247 (MH+). The reactants are C(C)O (ethanol), Cl (hydrochloric acid), O=C1C(=CN=C(N1)C1=C(C=CC=C1)OCCC)C(=O)OCC (ethyl 1,6-dihydro-6-oxo-2-(2-n-propoxyphenyl)pyrimidine-5-carboxylate). Solvent: [OH-].[Na+] (sodium hydroxide). Yields the product O=C1C(=CN=C(N1)C1=C(C=CC=C1)OCCC)C(=O)O (1,6-dihydro-6-oxo-2-(2-n-propoxyphenyl)pyrimidine-5-carboxylic acid). The yield is 97.3%. Reaction SMILES: [O:1]=[C:2]1[NH:7][C:6]([C:8]2[CH:13]=[CH:12][CH:11]=[CH:10][C:9]=2[O:14][CH2:15][CH2:16][CH3:17])=[N:5][CH:4]=[C:3]1[C:18]([O:20]CC)=[O:19].Cl.C(O)C>[OH-].[Na+]>[O:1]=[C:2]1[NH:7][C:6]([C:8]2[CH:13]=[CH:12][CH:11]=[CH:10][C:9]=2[O:14][CH2:15][CH2:16][CH3:17])=[N:5][CH:4]=[C:3]1[C:18]([OH:20])=[O:19] |f:3.4|. Procedure details: A solution of ethyl 1,6-dihydro-6-oxo-2-(2-n-propoxyphenyl)pyrimidine-5-carboxylate (3.02 g., 0.01 mole) in 1N sodium hydroxide (22 ml.) was heated on a steam bath for 20 minutes. The cooled solution was treated with 1N hydrochloric acid (23 ml.). The precipitated 1,6-dihydro-6-oxo-2-(2-n-propoxyphenyl)pyrimidine-5-carboxylic acid (2.67 g., 97.4% yield), m.p. 203°-206°, was recrystallized from ethanol to give product with m.p. 205.5°-207.5°. Starting materials: CC1(CCOS(C)(=O)=O)Cn2cc([N+](=O)[O-])nc2O1, [H-], [I-], [Na+], [Na+], CN(C)C=O, O, O=c1[nH]nc(-c2ccncc2)o1. The product is CC1(CCn2nc(-c3ccncc3)oc2=O)Cn2cc([N+](=O)[O-])nc2O1. As a reaction SMILES: [CH3:15][S:16]([O:17][CH2:20][CH2:21][C:22]1([CH3:33])[CH2:23][n:24]2[c:25]([n:27][c:28]([N+:30](=[O:31])[O-:32])[cH:29]2)[O:26]1)(=[O:18])=[O:19].[H-:13].[I-:35].[Na+:14].[Na+:34].[O:37]=[CH:38][N:39]([CH3:40])[CH3:41].[OH2:36].[n:1]1[cH:2][cH:3][c:4](-[c:7]2[n:8][nH:9][c:10](=[O:12])[o:11]2)[cH:5][cH:6]1>>[n:1]1[cH:2][cH:3][c:4](-[c:7]2[n:8][n:9]([CH2:20][CH2:21][C:22]3([CH3:33])[CH2:23][n:24]4[c:25]([n:27][c:28]([N+:30](=[O:31])[O-:32])[cH:29]4)[O:26]3)[c:10](=[O:12])[o:11]2)[cH:5][cH:6]1. Starting materials: BrCC1=CC=C(C=C1)C#N (alpha-bromo-p-tolunitrile), Cl.C(C)(C)(C)OC(CNC)=O (sarcosine tert-butyl ester hydrochloride), C([O-])([O-])=O.[K+].[K+] (potassium carbonate). Run in CC(=O)C (acetone). Reaction conditions: temperature 60 celsius, time 8 hour. Product: C(#N)C1=CC=C(CN(CC(=O)OC(C)(C)C)C)C=C1 (tert-butyl N-(4-cyanobenzyl)-N-methylglycinate). As a reaction SMILES: BrC[C:3]1[CH:8]=[CH:7][C:6]([C:9]#[N:10])=[CH:5][CH:4]=1.Cl.[C:12]([O:16][C:17](=[O:21])[CH2:18][NH:19][CH3:20])([CH3:15])([CH3:14])[CH3:13].[C:22](=O)([O-])[O-].[K+].[K+]>CC(C)=O>[C:9]([C:6]1[CH:7]=[CH:8][C:3]([CH2:20][N:19]([CH3:22])[CH2:18][C:17]([O:16][C:12]([CH3:15])([CH3:14])[CH3:13])=[O:21])=[CH:4][CH:5]=1)#[N:10] |f:1.2,3.4.5|. Procedure details: A mixture of alpha-bromo-p-tolunitrile (10.0 g, 51 mmol), sarcosine tert-butyl ester hydrochloride (10.2 g, 56 mmol) and potassium carbonate (21.2 g, 153 mmol) in acetone (100 mL) was stirred at 60° C. overnight. Resulting suspension was filtered off and salts were washed with acetone (2×150 mL). The filtrate was concentrated under reduced pressure. The residue was diluted with water (200 mL) and extracted with EtOAc (2×150 mL). The combined organic layers were washed with water (200 mL), dried ... The reactants are ClC1=CC=C(C=C1)C1=C(N=C(N=N1)NN)C (6-(4-Chlorophenyl)-3-hydrazino-5-methyl-1,2,4-triazine), Cl (hydrogen chloride). The reagents and catalysts are [Pd] (palladium on carbon). The solvent is C(C)O (ethanol). Yields the product Cl.ClC1=CC=C(C=C1)C=1C(N=C(NN1)NN)C (6-(4-chlorophenyl)-3-hydrazino-5-methyl-2,5-dihydro-1,2,4-triazine hydrochloride). Yield: 80.4%. RXN SMILES: [Cl:1][C:2]1[CH:7]=[CH:6][C:5]([C:8]2[N:13]=[N:12][C:11]([NH:14][NH2:15])=[N:10][C:9]=2[CH3:16])=[CH:4][CH:3]=1.Cl>C(O)C.[Pd]>[ClH:1].[Cl:1][C:2]1[CH:3]=[CH:4][C:5]([C:8]2[CH:9]([CH3:16])[N:10]=[C:11]([NH:14][NH2:15])[NH:12][N:13]=2)=[CH:6][CH:7]=1 |f:4.5|. Reported procedure: 6-(4-Chlorophenyl)-3-hydrazino-5-methyl-1,2,4-triazine (4.36 g) was dissolved in ethanol (70 ml) containing anhydrous hydrogen chloride, and then hydrogenated over 5% palladium on carbon (0.73 g) under atmospheric pressure at room temperature. After the theoretical amount of hydrogen gas was absorbed, the catalyst was filtered off. The filtrate was evaporated under reduced pressure to give a residual solid, which was recrystallized from diluted hydrochloric acid to give colorless crystals of 6-(...